Task: describe an organic reaction: reactants, conditions, products, and yield. Dataset: the Open Reaction Database (ORD), a public repository of structured organic reaction records The reactants are COC1=CC=C(C(=O)C2=CC=C(C=C2)OC)C=C1 (4,4'-dimethoxybenzophenone), C(=O)N (formamide), solution, B(Br)(Br)Br (BBr3), COC1=CC=C(C=C1)C(NC=O)C1=CC=C(C=C1)OC (N-[bis-(4-methoxyphenyl)methyl]formamide). The solvent is C(Cl)Cl (CH2Cl2), C(Cl)Cl (CH2Cl2). Reaction conditions: temperature 20 celsius, time 1 hour. Product: OC1=CC=C(C=C1)C(NC=O)C1=CC=C(C=C1)O (N-[bis-(4-hydroxyphenyl)methyl]formamide). As a reaction SMILES: COC1C=CC(C(C2C=CC(OC)=CC=2)=O)=CC=1.C[O:20][C:21]1[CH:26]=[CH:25][C:24]([CH:27]([C:31]2[CH:36]=[CH:35][C:34]([O:37]C)=[CH:33][CH:32]=2)[NH:28][CH:29]=[O:30])=[CH:23][CH:22]=1.C(N)=O.B(Br)(Br)Br>C(Cl)Cl>[OH:20][C:21]1[CH:22]=[CH:23][C:24]([CH:27]([C:31]2[CH:32]=[CH:33][C:34]([OH:37])=[CH:35][CH:36]=2)[NH:28][CH:29]=[O:30])=[CH:25][CH:26]=1. Procedure details: Following the procedure in step C of Example 1, 4,4'-dimethoxybenzophenone was converted to N-[bis-(4-methoxyphenyl)methyl]formamide. To a solution of the above formamide (2.2 g, 8.1 mmol) in anhydrous CH2Cl2 (50 ml) at 0° C. under N2 was added 1.0M solution of BBr3 in CH2Cl2 (20.0 ml). After warming to 20° C. and stirring for one hour, the reaction mixture was quenched with aq. NaHCO3 and extracted with EtOAc. The EtOAc fractions were washed with brine, dried over MgSO4 and then stripped to obt...